From a dataset of the Open Reaction Database (ORD), a public repository of structured organic reaction records. describe an organic reaction: reactants, conditions, products, and yield Reactants: C1(CCCC1)C(=O)Cl (Cyclopentanoyl chloride), N[C@@H](CCCNC(N)=N)C(=O)O ((L)-Arginine), Cl (hydrochloric acid). Solvent: [OH-].[Na+] (sodium hydroxide). Run at temperature 25 celsius. Product: C1(CCCC1)C(=O)N[C@@H](CCCNC(N)=N)C(=O)O (N-cyclopentanoyl-(L)-arginine). Isolated yield 131.2%. RXN SMILES: [NH2:1][C@H:2]([C:10]([OH:12])=[O:11])[CH2:3][CH2:4][CH2:5][NH:6][C:7](=[NH:9])[NH2:8].[CH:13]1([C:18](Cl)=[O:19])[CH2:17][CH2:16][CH2:15][CH2:14]1.Cl>[OH-].[Na+]>[CH:13]1([C:18]([NH:1][C@H:2]([C:10]([OH:12])=[O:11])[CH2:3][CH2:4][CH2:5][NH:6][C:7](=[NH:8])[NH2:9])=[O:19])[CH2:17][CH2:16][CH2:15][CH2:14]1 |f:3.4|. Reported procedure: (L)-Arginine (32.8 g., 0.19 moles) was dissolved in 188 mL of 2 N sodium hydroxide. Cyclopentanoyl chloride (22.9 mL, 0.19 moles) was added dropwise to the mixture. The reaction mixture was maintained at about 25° C. for 2 hours. The mixture was then acidified to pH 1.5 with aqueous (4:1) hydrochloric acid. The precipitate which formed was separated by decantation. The solids were dissolved in 2 N sodium hydroxide to pH 7.5 and dried by lyophilization to furnish 67.4 g of N-cyclopentanoyl-(L)-ar...